Task: describe an organic reaction: reactants, conditions, products, and yield. Dataset: the Open Reaction Database (ORD), a public repository of structured organic reaction records The reactants are Cc1c(N2CCN(C(=O)OC(C)(C)C)CC2=O)nnn1-c1ccccc1, Cl, C1COCCO1. The product is Cc1c(N2CCNCC2=O)nnn1-c1ccccc1. Reaction SMILES: [CH3:1][c:2]1[c:3]([N:13]2[C:14](=[O:26])[CH2:15][N:16]([C:19]([O:20][C:21]([CH3:22])([CH3:23])[CH3:24])=[O:25])[CH2:17][CH2:18]2)[n:4][n:5][n:6]1-[c:7]1[cH:8][cH:9][cH:10][cH:11][cH:12]1.[ClH:33].[O:27]1[CH2:28][CH2:29][O:30][CH2:31][CH2:32]1>>[CH3:1][c:2]1[c:3]([N:13]2[C:14](=[O:26])[CH2:15][NH:16][CH2:17][CH2:18]2)[n:4][n:5][n:6]1-[c:7]1[cH:8][cH:9][cH:10][cH:11][cH:12]1. Reactants: BrN1C(CCC1=O)=O (N-bromosuccinimide), C(C1=CC=CC=C1)(=O)OOC(C1=CC=CC=C1)=O (benzoyl peroxide), CC=1SC2=C(N1)C=C(C=C2)C (2,5-dimethylbenzothiazole). Run in C(Cl)(Cl)(Cl)Cl (carbon tetrachloride). Yields the product BrCC=1C=CC2=C(N=C(S2)C)C1 (5-bromomethyl-2-methylbenzothiazole). RXN SMILES: [CH3:1][C:2]1[S:3][C:4]2[CH:10]=[CH:9][C:8]([CH3:11])=[CH:7][C:5]=2[N:6]=1.[Br:12]N1C(=O)CCC1=O.C(OOC(=O)C1C=CC=CC=1)(=O)C1C=CC=CC=1>C(Cl)(Cl)(Cl)Cl>[Br:12][CH2:11][C:8]1[CH:9]=[CH:10][C:4]2[S:3][C:2]([CH3:1])=[N:6][C:5]=2[CH:7]=1. Procedure details: 8.16 g of 2,5-dimethylbenzothiazole was dissolved in 50 ml of carbon tetrachloride. To the solution were added 8.9 g of N-bromosuccinimide and 82 mg of benzoyl peroxide. The mixture was refluxed for 3 hours. The resulting insolubles were removed by filtration. The solvent of the filtrate was removed by distillation under reduced pressure to obtain 5-bromomethyl-2-methylbenzothiazole. It was suspended in 100 ml of 50% acetic acid. To the suspension was added 14.00 g of hexamethylenetetramine, and...